Dataset: the Open Reaction Database (ORD), a public repository of structured organic reaction records. Task: describe an organic reaction: reactants, conditions, products, and yield The reactants are FC(C(=O)O)(F)F.C1(=CC=C(C=C1)NC1CCNCC1)C (4-(p-toluidino)piperidine trifluoroacetate), ClCCl (Dichloromethane), BrCCCC1CCCCC1 ((3-bromopropyl)cyclohexane), C([O-])([O-])=O.[K+].[K+] (potassium carbonate). Run in CN(C=O)C (N,N-dimethylformamide). Run at temperature 80 celsius, time 5 hour. Yields the product C1(CCCCC1)CCCN1CCC(CC1)NC1=CC=C(C=C1)C (1-(3-Cyclohexylpropyl)-4-(p-toluidino)piperidine), solid. Reaction SMILES: FC(F)(F)C(O)=O.[C:8]1([CH3:21])[CH:13]=[CH:12][C:11]([NH:14][CH:15]2[CH2:20][CH2:19][NH:18][CH2:17][CH2:16]2)=[CH:10][CH:9]=1.Br[CH2:23][CH2:24][CH2:25][CH:26]1[CH2:31][CH2:30][CH2:29][CH2:28][CH2:27]1.C(=O)([O-])[O-].[K+].[K+].ClCCl>CN(C)C=O>[CH:26]1([CH2:25][CH2:24][CH2:23][N:18]2[CH2:19][CH2:20][CH:15]([NH:14][C:11]3[CH:10]=[CH:9][C:8]([CH3:21])=[CH:13][CH:12]=3)[CH2:16][CH2:17]2)[CH2:31][CH2:30][CH2:29][CH2:28][CH2:27]1 |f:0.1,3.4.5|. Procedure details: To a solution of 4-(p-toluidino)piperidine trifluoroacetate (0.7726 g) dissolved in N,N-dimethylformamide (10 mL) were added (3-bromopropyl)cyclohexane (0.57 g) and potassium carbonate (1.02 g). The reaction solution was heated with stirring at 80° C. for 5 hours. Dichloromethane was added to the reaction solution, and the insolubles were filtered off, and then, the solvent was distilled off under reduced pressure. The resulting residue was purified by chromatography [silica gel, dichloromethane...